This data is from the Open Reaction Database (ORD), a public repository of structured organic reaction records. The task is: describe an organic reaction: reactants, conditions, products, and yield The reactants are C(C)N1C=NC=C1 (N-ethylimidazole), FC(S(=O)(=O)O)(F)F (trifluoromethanesulfonic acid). Solvent: C(C)O (ethanol). Reaction conditions: time 8 hour. Product: FC(S(=O)(=O)[O-])(F)F.C(C)[N+]1=CNC=C1 (N-ethylimidazolium trifluoromethanesulfonate). RXN SMILES: [CH2:1]([N:3]1[CH:7]=[CH:6][N:5]=[CH:4]1)[CH3:2].[F:8][C:9]([F:15])([F:14])[S:10]([OH:13])(=[O:12])=[O:11]>C(O)C>[F:8][C:9]([F:15])([F:14])[S:10]([O-:13])(=[O:12])=[O:11].[CH2:1]([N+:3]1[CH:7]=[CH:6][NH:5][CH:4]=1)[CH3:2] |f:3.4|. Procedure details: To a solution of 16 g of N-ethylimidazole in 20 ml of ethanol was added dropwise 25 g of trifluoromethanesulfonic acid at 0° C. After returning to room temperature, the solution was stirred overnight and dried in vacuo at 60° C. for 16 hours to give N-ethylimidazolium trifluoromethanesulfonate (hereinafter referred to as EtIm+TfS−) as a colorless transparent liquid. The melting point of the resulting salt (literature value: 7.8° C.,) was measured by DSC analysis. As a result, endothermic peaks w... Starting materials: CC1=C(C=CC=C1)S(=O)(=O)NC(=O)C1=CC(=CC=C1)[N+](=O)[O-] (1-(2-methylphenylsulphonylaminocarbonyl)-3-nitrobenzene). The reagents and catalysts are [Pd] (palladium on carbon). The solvent is C(C)O (ethanol), O (water). Product: CC1=C(C=CC=C1)S(=O)(=O)NC(=O)C1=CC(=CC=C1)N (1-(2-Methylphenylsulphonylaminocarbonyl)-3-aminobenzene). RXN SMILES: [CH3:1][C:2]1[CH:7]=[CH:6][CH:5]=[CH:4][C:3]=1[S:8]([NH:11][C:12]([C:14]1[CH:19]=[CH:18][CH:17]=[C:16]([N+:20]([O-])=O)[CH:15]=1)=[O:13])(=[O:10])=[O:9]>[Pd].O.C(O)C>[CH3:1][C:2]1[CH:7]=[CH:6][CH:5]=[CH:4][C:3]=1[S:8]([NH:11][C:12]([C:14]1[CH:19]=[CH:18][CH:17]=[C:16]([NH2:20])[CH:15]=1)=[O:13])(=[O:10])=[O:9]. Procedure details: In the same way as that described in Example 11, Step 2, using 1-(2-methylphenylsulphonylaminocarbonyl)-3-nitrobenzene (3 g, 9.4 mmol), 10% palladium on carbon (0.3 g, 10% (w/w)) in water (2 ml) and ethanol (60 ml), the title compound was afforded as a yellow solid. This was recrystallised from ethanol to give a pale yellow crystalline solid (2.21 g, 8.1%). mp 150°-152° C. 1H NMR (360 MHz, D6-DMSO) δ 2.61(3H, s), 6.78 (1H, d, J=7.8 Hz), 6.97-7.03 (2H, m), 7.12 (1H, t, J=7.8 Hz), 7.39-7.47 (2H, m... Procedure details: The compound (200 mg) of Example 14 was dissolved in ethanol (10 ml), 10% palladium/carbon (50 mg) was added to the mixture, and the mixture was hydrogenated at 25° C. The catalyst was removed by filtration from the reaction mixture, and the solvent was evaporated under reduced pressure. The residue was purified by a silica gel chromatography (eluent: chloroform) to give 145 mg of the desired compound. The reagents and catalysts are [Pd] (palladium/carbon). Solvent: C(C)O (ethanol). Starting materials: OC1=C(C=C(C=C1)CC(=O)N[C@@H]1CC[C@H](CC1)\C=C/C(C)C)OC (2-(4-hydroxy-3-methoxyphenyl)-N-{trans-4-[(Z)-3-methyl-1-butenyl]cyclohexyl}acetamide). Isolated yield 72.1%. Reaction SMILES: [OH:1][C:2]1[CH:7]=[CH:6][C:5]([CH2:8][C:9]([NH:11][C@H:12]2[CH2:17][CH2:16][C@H:15](/[CH:18]=[CH:19]\[CH:20]([CH3:22])[CH3:21])[CH2:14][CH2:13]2)=[O:10])=[CH:4][C:3]=1[O:23][CH3:24]>C(O)C.[Pd]>[OH:1][C:2]1[CH:7]=[CH:6][C:5]([CH2:8][C:9]([NH:11][C@H:12]2[CH2:17][CH2:16][C@H:15]([CH2:18][CH2:19][CH:20]([CH3:21])[CH3:22])[CH2:14][CH2:13]2)=[O:10])=[CH:4][C:3]=1[O:23][CH3:24]. Product: OC1=C(C=C(C=C1)CC(=O)N[C@@H]1CC[C@H](CC1)CCC(C)C)OC (2-(4-hydroxy-3-methoxyphenyl)-N-[trans-4-(3-methylbutyl)cyclohexyl]acetamide).